Dataset: the Open Reaction Database (ORD), a public repository of structured organic reaction records. Task: describe an organic reaction: reactants, conditions, products, and yield As a reaction SMILES: [Br:1][C:2]1[CH:3]=[CH:4][C:5]([N:16]2[C:20]([CH2:21][N:22]([CH3:24])[CH3:23])=[N:19][N:18]=[C:17]2[CH2:25]O)=[C:6]([CH:15]=1)[C:7]([C:9]1[CH:14]=[CH:13][CH:12]=[CH:11][CH:10]=1)=[O:8].CS(Cl)(=O)=O.[CH:32]1([CH2:35][NH2:36])[CH2:34][CH2:33]1>>[Br:1][C:2]1[CH:3]=[CH:4][C:5]([N:16]2[C:20]([CH2:21][N:22]([CH3:24])[CH3:23])=[N:19][N:18]=[C:17]2[CH2:25][NH:36][CH2:35][CH:32]2[CH2:34][CH2:33]2)=[C:6]([CH:15]=1)[C:7]([C:9]1[CH:14]=[CH:13][CH:12]=[CH:11][CH:10]=1)=[O:8]. Procedure: In the manner given in Example 47, 5-bromo-2-[3-(hydroxymethyl)-5-[(dimethylamino)methyl]-4H-1,2,4-triazol-4-yl]benzophenone is treated first with methanesulfonyl chloride followed by (cyclopropylmethyl)-amine to give 5-bromo-2-[3-[[(cyclopropylmethyl)amino]-methyl]-5-[(dimethylamino)methyl]-4H-1,2,4-triazol-4-yl]-benzophenone. Reactants: BrC=1C=CC(=C(C(=O)C2=CC=CC=C2)C1)N1C(=NN=C1CN(C)C)CO (5-bromo-2-[3-(hydroxymethyl)-5-[(dimethylamino)methyl]-4H-1,2,4-triazol-4-yl]benzophenone), CS(=O)(=O)Cl (methanesulfonyl chloride), C1(CC1)CN ((cyclopropylmethyl)-amine). Product: BrC=1C=CC(=C(C(=O)C2=CC=CC=C2)C1)N1C(=NN=C1CN(C)C)CNCC1CC1 (5-bromo-2-[3-[[(cyclopropylmethyl)amino]-methyl]-5-[(dimethylamino)methyl]-4H-1,2,4-triazol-4-yl]-benzophenone). The reactants are C(OC(C)OC(C(C)C)=O)(SC)=O (O-(1-Isobutanoyloxyethyl) S-methyl thiocarbonate), C(CCC)(=O)O (n-butyric acid). The product is C(OC(C)OC(CCC)=O)(SC)=O (O-(1-butanoyloxyethyl) S-methyl thiocarbonate). RXN SMILES: [C:1](=[O:13])([S:11][CH3:12])[O:2][CH:3]([O:5][C:6](=[O:10])[CH:7]([CH3:9])C)[CH3:4].[C:14](O)(=O)CCC>>[C:1](=[O:13])([S:11][CH3:12])[O:2][CH:3]([O:5][C:6](=[O:10])[CH2:7][CH2:9][CH3:14])[CH3:4]. Procedure: Following the procedures for synthesizing O-(1-isobutanoyloxyethyl) S-methyl thiocarbonate (2) and replacing isobutyric acid with n-butyric acid in Step B affords O-(1-butanoyloxyethyl) S-methyl thiocarbonate (4) as an oil. The solvent is C1CCOC1 (THF). Isolated yield 34.6%. Reactants: FC1=C(OCC(=O)OC(C)C)C=C(C(=C1NCC1=C(C=CC(=C1)C1=CC(=CC=C1)F)F)F)C (isopropyl 2-[2,4-difluoro-3-[[2-fluoro-5-(3-fluorophenyl)phenyl]methylamino]-5-methyl-phenoxy]acetate), [Li+].[OH-] (LiOH). RXN SMILES: [F:1][C:2]1[C:15]([NH:16][CH2:17][C:18]2[CH:23]=[C:22]([C:24]3[CH:29]=[CH:28][CH:27]=[C:26]([F:30])[CH:25]=3)[CH:21]=[CH:20][C:19]=2[F:31])=[C:14]([F:32])[C:13]([CH3:33])=[CH:12][C:3]=1[O:4][CH2:5][C:6]([O:8]C(C)C)=[O:7].[Li+].[OH-]>C1COCC1>[F:1][C:2]1[C:15]([NH:16][CH2:17][C:18]2[CH:23]=[C:22]([C:24]3[CH:29]=[CH:28][CH:27]=[C:26]([F:30])[CH:25]=3)[CH:21]=[CH:20][C:19]=2[F:31])=[C:14]([F:32])[C:13]([CH3:33])=[CH:12][C:3]=1[O:4][CH2:5][C:6]([OH:8])=[O:7] |f:1.2|. Yields the product FC1=C(OCC(=O)O)C=C(C(=C1NCC1=C(C=CC(=C1)C1=CC(=CC=C1)F)F)F)C (2-[2,4-Difluoro-3-[[2-fluoro-5-(3-fluorophenyl)phenyl]methylamino]-5-methyl-phenoxy]acetic acid). Procedure: To a solution of isopropyl 2-[2,4-difluoro-3-[[2-fluoro-5-(3-fluorophenyl)phenyl]methylamino]-5-methyl-phenoxy]acetate (194 mg, 0.42 mmol, 1.0 eq) in THF (10 mL) was added LiOH (2M aqueous solution, 5 mL, 5 mmol). The reaction mixture was stirred at room temperature overnight. The THF was removed under reduced pressure and the pH of the aqueous phase adjusted to pH 5 by addition of diluted HCl. The solid that formed was collected by filtration, washed with water and dried in vacuo to give the ti... Run at time 8 hour. The reactants are C(C)OC(C(F)(F)OC1=C(C=CC=C1)C(=O)N1CC=2C(=C3N=C(C(=C(N3N2)C)Cl)C)C1)=O ([2-(6-chloro-5,7-dimethyl-1H,3H-2,4,7a,8-tetraaza-cyclopenta[a]indene-2-carbonyl)-phenoxy]-difluoro-acetic acid ethyl ester), [NH4+].[OH-].CO (NH4OH MeOH). Run at time 1.5 hour. Yields the product ClC1=C(N2N=C3C(=C2N=C1C)CN(C3)C(=O)C3=C(OC(C(=O)N)(F)F)C=CC=C3)C (2-[2-(6-chloro-5,7-dimethyl-1H,3H-2,4,7a,8-tetraaza-cyclopenta[a]indene-2-carbonyl)-phenoxy]-2,2-difluoro-acetamide). Isolated yield 38.0%. Reaction SMILES: C([O:3][C:4](=O)[C:5]([O:8][C:9]1[CH:14]=[CH:13][CH:12]=[CH:11][C:10]=1[C:15]([N:17]1[CH2:31][C:20]2=[C:21]3[N:26]([N:27]=[C:19]2[CH2:18]1)[C:25]([CH3:28])=[C:24]([Cl:29])[C:23]([CH3:30])=[N:22]3)=[O:16])([F:7])[F:6])C.[NH4+:33].[OH-].CO>>[Cl:29][C:24]1[C:23]([CH3:30])=[N:22][C:21]2[N:26]([N:27]=[C:19]3[CH2:18][N:17]([C:15]([C:10]4[CH:11]=[CH:12][CH:13]=[CH:14][C:9]=4[O:8][C:5]([F:6])([F:7])[C:4]([NH2:33])=[O:3])=[O:16])[CH2:31][C:20]3=2)[C:25]=1[CH3:28] |f:1.2.3|. Reported procedure: To [2-(6-chloro-5,7-dimethyl-1H,3H-2,4,7a,8-tetraaza-cyclopenta[a]indene-2-carbonyl)-phenoxy]-difluoro-acetic acid ethyl ester (from example 102 step 1) (70 mg; 0.15 mmol; 1 eq.) was added NH4OH/MeOH and the reaction mixture was stirred at room temperature for 1.5 hour then concentrated in vacuo. The residue taken up in EA, washed sat. aq. NH4Cl, dried over magnesium sulfate and concentrated in vacuo. Purification by mass directed preparative HPLC afforded the title compound (25 mg, 38%) as a wh... As a reaction SMILES: [Br:1][C:2]1[CH:7]=[CH:6][C:5](I)=[CH:4][CH:3]=1.C[Si](C)(C)[C:11]#[C:12][CH3:13].[F-].C([N+](CCCC)(CCCC)CCCC)CCC>Cl[Pd](Cl)([P](C1C=CC=CC=1)(C1C=CC=CC=1)C1C=CC=CC=1)[P](C1C=CC=CC=1)(C1C=CC=CC=1)C1C=CC=CC=1.[Cu]I>[Br:1][C:2]1[CH:7]=[CH:6][C:5]([C:11]#[C:12][CH3:13])=[CH:4][CH:3]=1 |f:2.3,^1:36,55|. Procedure details: Into a 250-mL three neck round-bottom flask, which was maintained with an inert atmosphere of nitrogen, was placed 1-bromo-4-iodobenzene (2.00 g, 7.07 mmol), PdCl2(PPh3)2 (99.2 mg, 0.14 mmol), CuI (26.8 mg, 0.14 mmol), trimethyl(prop-1-yn-1-yl)silane (2.08 mL, 14.1 mmol) and tetrahydrofuran/TEA (9:1) (100 mL). Stirring was initiated and tetrabutylammonium fluoride (3.69 g, 14.1 mmol) was added rapidly to the mixture. The resulting mixture was stirred for 18 h at room temperature, then concentrat... Reagents/catalysts: Cl[Pd]([P](C1=CC=CC=C1)(C2=CC=CC=C2)C3=CC=CC=C3)([P](C4=CC=CC=C4)(C5=CC=CC=C5)C6=CC=CC=C6)Cl (PdCl2(PPh3)2), [Cu]I (CuI). The solvent is tetrahydrofuran TEA. Starting materials: three, [F-].C(CCC)[N+](CCCC)(CCCC)CCCC (tetrabutylammonium fluoride), BrC1=CC=C(C=C1)I (1-bromo-4-iodobenzene), C[Si](C#CC)(C)C (trimethyl(prop-1-yn-1-yl)silane). Isolated yield 72.5%. Product: BrC1=CC=C(C=C1)C#CC (1-Bromo-4-(prop-1-yn-1-yl)benzene). Reactants: CC1=C(C2=C(S1)C=C1C=CC=CC1=C2C2=CC(=C(C(=C2)C)O)C)C (4-(2,3-dimethyl-naphtho[2,3-b]thiophen-4-yl)-2,6-dimethyl-phenol), C(C)(=O)OC(C)=O (acetic anhydride). Solvent: N1=CC=CC=C1 (pyridine). Reaction conditions: time 45 minute. The product is CC1=C(C2=C(S1)C=C1C=CC=CC1=C2C2=CC(=C(C(=C2)C)OC(C)=O)C)C (Acetic acid 4-(2,3-dimethyl-naphtho[2,3-b]thiophen-4-yl)-2,6-dimethyl-phenyl ester). Isolated yield 82.8%. As a reaction SMILES: [CH3:1][C:2]1[S:6][C:5]2[CH:7]=[C:8]3[C:13](=[C:14]([C:15]4[CH:20]=[C:19]([CH3:21])[C:18]([OH:22])=[C:17]([CH3:23])[CH:16]=4)[C:4]=2[C:3]=1[CH3:24])[CH:12]=[CH:11][CH:10]=[CH:9]3.[C:25](OC(=O)C)(=[O:27])[CH3:26]>N1C=CC=CC=1>[CH3:1][C:2]1[S:6][C:5]2[CH:7]=[C:8]3[C:13](=[C:14]([C:15]4[CH:20]=[C:19]([CH3:21])[C:18]([O:22][C:25](=[O:27])[CH3:26])=[C:17]([CH3:23])[CH:16]=4)[C:4]=2[C:3]=1[CH3:24])[CH:12]=[CH:11][CH:10]=[CH:9]3. Reported procedure: To a solution of 4-(2,3-dimethyl-naphtho[2,3-b]thiophen-4-yl)-2,6-dimethyl-phenol (24.0 g, 72.2 mmol) in pyridine (200 mL) at 0 C. under nitrogen was added dropwise acetic anhydride (8.9 mL, 93.9 mmol) over a period of 10 min. After 45 min at 0 C., the reaction mixture was placed in the freezer for 18 h, then removed and stirred for 2 h in an ice bath that was allowed to warm to room temperature. The reaction mixture was poured onto water (1 L) and acidified with 10% hydrochloric acid to a pH of... Reactants: Formula XVII, N1(C=NC=2C=NC=3C=CC=CC3C21)O (1H-imidazo[4,5-c]quinolin-1-yl alcohol), [I-] (iodide). The product is N1(C=NC=2C=NC=3C=CC=CC3C21)ON2C=NC=1C=NC=3C=CC=CC3C12 (1H-imidazo[4,5-c]quinolin-1-yl ether), Formula XVIII. As a reaction SMILES: [N:1]1([OH:14])[C:13]2[C:12]3[CH:11]=[CH:10][CH:9]=[CH:8][C:7]=3[N:6]=[CH:5][C:4]=2[N:3]=[CH:2]1.[I-]>>[N:1]1([O:14][N:1]2[C:13]3[C:12]4[CH:11]=[CH:10][CH:9]=[CH:8][C:7]=4[N:6]=[CH:5][C:4]=3[N:3]=[CH:2]2)[C:13]2[C:12]3[CH:11]=[CH:10][CH:9]=[CH:8][C:7]=3[N:6]=[CH:5][C:4]=2[N:3]=[CH:2]1. Procedure details: In step (3) of Reaction Scheme II a 1H-imidazo[4,5-c]quinolin-1-yl alcohol of Formula X is alkylated with an iodide of Formula XVII to provide a 1H-imidazo[4,5-c]quinolin-1-yl ether of Formula XVIII. The alcohol of Formula X is reacted with sodium hydride in a suitable solvent such as N,N-dimethylformamide to form an alkoxide. The iodide is added to the alkoxide solution at ambient temperature. After the addition is complete the reaction is stirred at an elevated temperature (˜100° C.). The reactants are CC(C)(C)OC(=O)CBr, CCOC(C)=O, CN(C)C=O, CN(C)P(=O)(N(C)C)N(C)C, [H-], [Na+], O, O=C1NCC(c2cccc3ccccc23)SCC1N1C(=O)c2ccccc2C1=O. Yields the product CC(C)(C)OC(=O)CN1CC(c2cccc3ccccc23)SCC(N2C(=O)c3ccccc3C2=O)C1=O. Reaction SMILES: [Br:30][CH2:31][C:32](=[O:33])[O:34][C:35]([CH3:36])([CH3:37])[CH3:38].[CH3:41][CH2:42][O:43][C:44](=[O:45])[CH3:46].[CH3:47][N:48]([CH3:49])[CH:50]=[O:51].[CH3:52][N:53]([CH3:54])[P:55](=[O:56])([N:57]([CH3:58])[CH3:59])[N:60]([CH3:61])[CH3:62].[H-:39].[Na+:40].[OH2:63].[c:1]1([CH:11]2[S:12][CH2:13][CH:14]([N:19]3[C:20](=[O:29])[c:21]4[c:22]([cH:25][cH:26][cH:27][cH:28]4)[C:23]3=[O:24])[C:15](=[O:18])[NH:16][CH2:17]2)[cH:2][cH:3][cH:4][c:5]2[cH:6][cH:7][cH:8][cH:9][c:10]12>>[c:1]1([CH:11]2[S:12][CH2:13][CH:14]([N:19]3[C:20](=[O:29])[c:21]4[c:22]([cH:25][cH:26][cH:27][cH:28]4)[C:23]3=[O:24])[C:15](=[O:18])[N:16]([CH2:31][C:32](=[O:33])[O:34][C:35]([CH3:36])([CH3:37])[CH3:38])[CH2:17]2)[cH:2][cH:3][cH:4][c:5]2[cH:6][cH:7][cH:8][cH:9][c:10]12. Starting materials: CC(Br)C(=O)c1ccc(Cl)cc1, CC#N, c1ccc(P(c2ccccc2)c2ccccc2)cc1. The product is [Br-], CC(C(=O)c1ccc(Cl)cc1)[P+](c1ccccc1)(c1ccccc1)c1ccccc1. RXN SMILES: [Br:1][CH:2]([C:3](=[O:4])[c:5]1[cH:6][cH:7][c:8]([Cl:11])[cH:9][cH:10]1)[CH3:12].[CH3:32][C:33]#[N:34].[c:13]1([P:19]([c:20]2[cH:21][cH:22][cH:23][cH:24][cH:25]2)[c:26]2[cH:27][cH:28][cH:29][cH:30][cH:31]2)[cH:14][cH:15][cH:16][cH:17][cH:18]1>>[Br-:1].[CH:2]([C:3](=[O:4])[c:5]1[cH:6][cH:7][c:8]([Cl:11])[cH:9][cH:10]1)([CH3:12])[P+:19]([c:13]1[cH:14][cH:15][cH:16][cH:17][cH:18]1)([c:20]1[cH:21][cH:22][cH:23][cH:24][cH:25]1)[c:26]1[cH:27][cH:28][cH:29][cH:30][cH:31]1.